This data is from the Open Reaction Database (ORD), a public repository of structured organic reaction records. The task is: describe an organic reaction: reactants, conditions, products, and yield The reactants are Cl.Cl.N=C1CCCCC(N1)CC1=CC=C(C=C1)N (4-[(hexahydro-7-imino-1H-azepin-2-yl)methyl]benzenamine, dihydrochloride), [H][H] (hydrogen). The reagents and catalysts are [Rh] (Rhodium on carbon). Run in CCO (EtOH). Product: Cl.Cl.N=C1CCCCC(N1)CC1CCC(CC1)N (4-[(hexahydro-7-imino-1H-azepin-2-yl)methyl]cyclohexanamine, dihydrochloride). The yield is 168.8%. Reaction SMILES: [ClH:1].Cl.[NH:3]=[C:4]1[NH:10][CH:9]([CH2:11][C:12]2[CH:17]=[CH:16][C:15]([NH2:18])=[CH:14][CH:13]=2)[CH2:8][CH2:7][CH2:6][CH2:5]1.[H][H]>CCO.[Rh]>[ClH:1].[ClH:1].[NH:3]=[C:4]1[NH:10][CH:9]([CH2:11][CH:12]2[CH2:17][CH2:16][CH:15]([NH2:18])[CH2:14][CH2:13]2)[CH2:8][CH2:7][CH2:6][CH2:5]1 |f:0.1.2,6.7.8|. Procedure: The product of Example 274 (0.31 g, 1.2 mmol) in 30 mL of EtOH was reduced with Rhodium on carbon under 60 psi of hydrogen at 60° C. Solvent removal in vacuo followed by lyophilization in water gave 0.3 g of the title material.